From a dataset of the Open Reaction Database (ORD), a public repository of structured organic reaction records. describe an organic reaction: reactants, conditions, products, and yield The reactants are C1(=CC=CC=C1)P(C1=CC=CC=C1)C1=CC=CC=C1 (triphenylphosphine), C(Cl)(Cl)(Cl)Cl (carbon tetrachloride), [Si](C)(C)(C(C)(C)C)OC1=CC=CC=2C=C(OC21)CO ([7-(tert-Butyldimethylsilanyloxy)benzofuran-2-yl]methanol). The solvent is C(Cl)Cl (methylene chloride). Reaction conditions: temperature 0 celsius, time 1 hour. The product is C(C)(C)(C)[Si](OC1=CC=CC=2C=C(OC21)CCl)(C)C (tert-Butyldimethyl-(2-chloromethylbenzo-furan-7-yloxy)silane), liquid. RXN SMILES: C1(P(C2C=CC=CC=2)C2C=CC=CC=2)C=CC=CC=1.[C:20]([Cl:24])(Cl)(Cl)Cl.[Si:25]([O:32][C:33]1[C:41]2[O:40][C:39](CO)=[CH:38][C:37]=2[CH:36]=[CH:35][CH:34]=1)([C:28]([CH3:31])([CH3:30])[CH3:29])([CH3:27])[CH3:26]>C(Cl)Cl>[C:28]([Si:25]([CH3:27])([CH3:26])[O:32][C:33]1[C:41]2[O:40][C:39]([CH2:20][Cl:24])=[CH:38][C:37]=2[CH:36]=[CH:35][CH:34]=1)([CH3:31])([CH3:30])[CH3:29]. Procedure: 2.5 g (9.5 mmol) of triphenylphosphine and 0.92 ml (9.5 mmol) of carbon tetrachloride are added to a solution of [7-(tert-butyldimethylsilanyloxy)-benzofuran-2-yl]methanol (14) (1.78 g, 6.4 mmol) in methylene chloride (9 ml), kept at 0° C. The reaction mixture is stirred at 0° C. for 1 hour and then the solvent is evaporated under reduced pressure. The residue is taken up in 30 ml of cyclohexane and stirred for 1 hour. The precipitate formed is filtered and the filtrate concentrated. The residue... Starting materials: COc1ccc(CCO)cc1, ClCCl, [Na+], O=C([O-])O. Yields the product COc1ccc(CC=O)cc1. Reaction SMILES: [CH3:1][O:2][c:3]1[cH:4][cH:5][c:6]([CH2:7][CH2:8][OH:9])[cH:10][cH:11]1.[Cl:17][CH2:18][Cl:19].[Na+:16].[O-:12][C:13]([OH:14])=[O:15]>>[CH3:1][O:2][c:3]1[cH:4][cH:5][c:6]([CH2:7][CH:8]=[O:9])[cH:10][cH:11]1. Starting materials: CI (CH3I), C(C)(C)(C)OC(=O)NCC(C(=O)O)C1=CC=C(C=C1)CO[Si](C(C)C)(C(C)C)C(C)C (3-(tert-butoxycarbonylamino)-2-(4-((triisopropylsilyloxy)methyl)phenyl)propanoic acid), [H-].[Na+] (NaH). The solvent is CCOC(=O)C (EtOAc), C1CCOC1 (THF). Conditions: time 18 hour. The product is C(C)(C)(C)OC(=O)N(CC(C(=O)O)C1=CC=C(C=C1)CO[Si](C(C)C)(C(C)C)C(C)C)C (3-(tert-butoxycarbonyl(methyl)amino)-2-(4-((triisopropylsilyloxy)methyl)phenyl)propanoic acid). RXN SMILES: [C:1]([O:5][C:6]([NH:8][CH2:9][CH:10]([C:14]1[CH:19]=[CH:18][C:17]([CH2:20][O:21][Si:22]([CH:29]([CH3:31])[CH3:30])([CH:26]([CH3:28])[CH3:27])[CH:23]([CH3:25])[CH3:24])=[CH:16][CH:15]=1)[C:11]([OH:13])=[O:12])=[O:7])([CH3:4])([CH3:3])[CH3:2].[CH3:32]I.[H-].[Na+]>C1COCC1.CCOC(C)=O>[C:1]([O:5][C:6]([N:8]([CH3:32])[CH2:9][CH:10]([C:14]1[CH:15]=[CH:16][C:17]([CH2:20][O:21][Si:22]([CH:23]([CH3:24])[CH3:25])([CH:26]([CH3:28])[CH3:27])[CH:29]([CH3:31])[CH3:30])=[CH:18][CH:19]=1)[C:11]([OH:13])=[O:12])=[O:7])([CH3:4])([CH3:2])[CH3:3] |f:2.3|. Procedure: To 3-(tert-butoxycarbonylamino)-2-(4-((triisopropylsilyloxy)methyl)phenyl)propanoic acid (E203) in THF under N2 and cooled to 0° C. was added CH3I followed by NaH and the solution was warmed and allowed to stir for 18 h. The mixture was taken up in EtOAc and extracted with NH4Cl(sat), dried (MgSO4), filtered, and evaporated. Column chromatography (SiO2, 0-10% MeOH/CH2Cl2 gradient) gave pure 3-(tert-butoxycarbonyl(methyl)amino)-2-(4-((triisopropylsilyloxy)methyl)phenyl)propanoic acid (E204). Starting materials: CCOC(=O)C1(CNc2cncc(-c3cc4ccccc4n3C)c2)CCC1, C1CCOC1, CO, [Li+], [OH-]. The product is Cn1c(-c2cncc(NCC3(C(=O)O)CCC3)c2)cc2ccccc21. RXN SMILES: [CH2:1]([CH3:2])[O:3][C:4](=[O:5])[C:6]1([CH2:10][NH:11][c:12]2[cH:13][n:14][cH:15][c:16](-[c:18]3[n:19]([CH3:27])[c:20]4[cH:21][cH:22][cH:23][cH:24][c:25]4[cH:26]3)[cH:17]2)[CH2:7][CH2:8][CH2:9]1.[CH2:30]1[O:31][CH2:32][CH2:33][CH2:34]1.[CH3:35][OH:36].[Li+:28].[OH-:29]>>[O:3]=[C:4]([OH:5])[C:6]1([CH2:10][NH:11][c:12]2[cH:13][n:14][cH:15][c:16](-[c:18]3[n:19]([CH3:27])[c:20]4[cH:21][cH:22][cH:23][cH:24][c:25]4[cH:26]3)[cH:17]2)[CH2:7][CH2:8][CH2:9]1.